This data is from the Open Reaction Database (ORD), a public repository of structured organic reaction records. The task is: describe an organic reaction: reactants, conditions, products, and yield The reactants are ClC=1C=C(C=NC1C1=CC=C(C=C1)C1=NC2=C(N1)C=C(C=C2)C(F)(F)F)CO ({5-chloro-6-[4-(6-trifluoromethyl-1H-benzoimidazol-2-yl)-phenyl]-pyridin-3-yl}-methanol). The reagents and catalysts are [O-2].[O-2].[Mn+4] (manganese dioxide). Run in ClCCl (dichloromethane). Reaction conditions: time 2 hour. The product is ClC=1C=C(C=NC1C1=CC=C(C=C1)C1=NC2=C(N1)C=C(C=C2)C(F)(F)F)C=O (5-chloro-6-[4-(6-trifluoromethyl-1H-benzoimidazol-2-yl)-phenyl]-pyridine-3-carbaldehyde). Isolated yield 90.0%. Reaction SMILES: [Cl:1][C:2]1[CH:3]=[C:4]([CH2:27][OH:28])[CH:5]=[N:6][C:7]=1[C:8]1[CH:13]=[CH:12][C:11]([C:14]2[NH:18][C:17]3[CH:19]=[C:20]([C:23]([F:26])([F:25])[F:24])[CH:21]=[CH:22][C:16]=3[N:15]=2)=[CH:10][CH:9]=1>ClCCl.[O-2].[O-2].[Mn+4]>[Cl:1][C:2]1[CH:3]=[C:4]([CH:27]=[O:28])[CH:5]=[N:6][C:7]=1[C:8]1[CH:13]=[CH:12][C:11]([C:14]2[NH:18][C:17]3[CH:19]=[C:20]([C:23]([F:25])([F:26])[F:24])[CH:21]=[CH:22][C:16]=3[N:15]=2)=[CH:10][CH:9]=1 |f:2.3.4|. Procedure details: 4.4 g of manganese dioxide (51 mmol) was added to 1.0 g of compound (28) (2.6 mmol) prepared in Example 16 dissolved in 6.5 mL of dichloromethane, and stirred at room temperature for 2 hours. The mixture was filtered with diatomaceous earth, and the filtrate was concentrated under reduced pressure. The residue was separated by column chromatography (eluting solvent: chloroform/methanol=30/1) to obtain 0.94 g of 5-chloro-6-[4-(6-trifluoromethyl-1H-benzoimidazol-2-yl)-phenyl]-pyridine-3-carbaldehy... Yields the product BrC=1C=CC(=NC1)CCCO (5-Bromo-2-pyridinepropanol). Procedure: To a suspension of 3-(5-bromo-2-pyridinyl)-2-propyn-1-ol (0.5 g) and dipotassium azadicarboxylate (3.66 g) in pyridine (40 ml) was added acetic acid (2 ml) and the mixture stirred at room temperature for 24 h, with further additions of acetic acid after 2 h (0.16 ml) and 17 h (2.16 ml). As reduction had only partially gone to completion, further dipotassium azadicarboxylate (3.2 g) and acetic acid (1.86 ml) were added, and stirring continued for 17 h. The mixture was quenched with water (15 ml) ... Run at time 17 hour. Run in N1=CC=CC=C1 (pyridine). Reaction SMILES: [Br:1][C:2]1[CH:3]=[CH:4][C:5]([C:8]#[C:9][CH2:10][OH:11])=[N:6][CH:7]=1.C(O)(=O)C>N1C=CC=CC=1>[Br:1][C:2]1[CH:3]=[CH:4][C:5]([CH2:8][CH2:9][CH2:10][OH:11])=[N:6][CH:7]=1. The yield is 82.4%. Reactants: BrC=1C=CC(=NC1)C#CCO (3-(5-bromo-2-pyridinyl)-2-propyn-1-ol), dipotassium, C(C)(=O)O (acetic acid), dipotassium, C(C)(=O)O (acetic acid), C(C)(=O)O (acetic acid). The reactants are CC(=O)SCC(C)(C)C(=O)Cl, COC1(OC)CNC(C(=O)O)C1. Yields the product COC1(OC)CC(C(=O)O)N(C(=O)C(C)(C)CSC(C)=O)C1. Reaction SMILES: [C:13]([CH3:14])(=[O:15])[S:16][CH2:17][C:18]([C:19](=[O:20])[Cl:21])([CH3:22])[CH3:23].[CH3:1][O:2][C:3]1([O:11][CH3:12])[CH2:4][CH:5]([C:8](=[O:9])[OH:10])[NH:6][CH2:7]1>>[CH3:1][O:2][C:3]1([O:11][CH3:12])[CH2:4][CH:5]([C:8](=[O:9])[OH:10])[N:6]([C:19]([C:18]([CH2:17][S:16][C:13]([CH3:14])=[O:15])([CH3:22])[CH3:23])=[O:20])[CH2:7]1. Reactants: CCO, [H][H], NS(=O)(=O)c1nc2ccc([N+](=O)[O-])cc2s1. Product: Nc1ccc2nc(S(N)(=O)=O)sc2c1. As a reaction SMILES: [CH3:19][CH2:20][OH:21].[H:17][H:18].[N+:1]([O-:2])(=[O:3])[c:4]1[cH:5][c:6]2[c:7]([n:8][c:9]([S:11](=[O:12])(=[O:13])[NH2:14])[s:10]2)[cH:15][cH:16]1>>[NH2:1][c:4]1[cH:5][c:6]2[c:7]([n:8][c:9]([S:11](=[O:12])(=[O:13])[NH2:14])[s:10]2)[cH:15][cH:16]1. Starting materials: [Br-], O=C1NC(=O)c2ccccc21, CCCC[N+](CCCC)(CCCC)CCCC, C=COCCCl, [K], CN(C)C=O, O. The product is C=COCCc1cccc2c1C(=O)NC2=O. Reaction SMILES: [Br-:24].[C:7]1(=[O:17])[c:8]2[c:9]([cH:13][cH:14][cH:15][cH:16]2)[C:10](=[O:12])[NH:11]1.[CH2:25]([N+:26]([CH2:27][CH2:28][CH2:29][CH3:30])([CH2:31][CH2:32][CH2:33][CH3:34])[CH2:35][CH2:36][CH2:37][CH3:38])[CH2:39][CH2:40][CH3:41].[CH:1](=[CH2:2])[O:3][CH2:4][CH2:5][Cl:6].[K:18].[O:19]=[CH:20][N:21]([CH3:22])[CH3:23].[OH2:42]>>[CH:1](=[CH2:2])[O:3][CH2:4][CH2:5][c:16]1[c:8]2[c:9]([cH:13][cH:14][cH:15]1)[C:10](=[O:12])[NH:11][C:7]2=[O:17]. Reactants: FC1=C(C=CC=C1)N1S(N(CC2=C1C=CC=C2)CC[C@@H]2OC2)(=O)=O (1-(2-fluorophenyl)-3-{2-[(2S)-oxiran-2-yl]ethyl}-3,4-dihydro-1H-2,1,3-benzothiadiazine 2,2-dioxide), C(C)O (ethanol), CN (methylamine). The solvent is solution. Reaction conditions: temperature 100 celsius. Product: FC1=C(C=CC=C1)N1S(N(CC2=C1C=CC=C2)CC[C@@H](CNC)O)(=O)=O ((2S)-4-[1-(2-fluorophenyl)-2,2-dioxido-1,4-dihydro-3H-2,1,3-benzothiadiazin-3-yl]-1-(methylamino)butan-2-ol). The yield is 80.0%. RXN SMILES: [F:1][C:2]1[CH:7]=[CH:6][CH:5]=[CH:4][C:3]=1[N:8]1[C:13]2[CH:14]=[CH:15][CH:16]=[CH:17][C:12]=2[CH2:11][N:10]([CH2:18][CH2:19][C@H:20]2[CH2:22][O:21]2)[S:9]1(=[O:24])=[O:23].C(O)C.[CH3:28][NH2:29]>>[F:1][C:2]1[CH:7]=[CH:6][CH:5]=[CH:4][C:3]=1[N:8]1[C:13]2[CH:14]=[CH:15][CH:16]=[CH:17][C:12]=2[CH2:11][N:10]([CH2:18][CH2:19][C@H:20]([OH:21])[CH2:22][NH:29][CH3:28])[S:9]1(=[O:23])=[O:24]. Procedure details: 1-(2-fluorophenyl)-3-{2-[(2S)-oxiran-2-yl]ethyl}-3,4-dihydro-1H-2,1,3-benzothiadiazine 2,2-dioxide (0.12 g, 0.29 mmol) was dissolved in an 8 M solution of methylamine in ethanol (3 mL, 24 mmol) and was heated to 100° C. for 192 sec. in the microwave. The reaction mixture was evaporated and the residue purified by flash chromatography (SiO2, 0-5% 7 M NH3-methanol/dichloromethane). The purified free-base was dissolved in dichloromethane (3 mL) and treated with hydrogen chloride (1.0 mL of a 2 M so... The reactants are COC(=O)Cc1c[nH]c2ccc(Br)cc12, CCOC(C)=O, CN1CCCC1=O, N#C[Cu]. Product: COC(=O)Cc1c[nH]c2ccc(C#N)cc12. Reaction SMILES: [Br:1][c:2]1[cH:3][c:4]2[c:5]([CH2:11][C:12](=[O:13])[O:14][CH3:15])[cH:6][nH:7][c:8]2[cH:9][cH:10]1.[CH3:19][CH2:20][O:21][C:22]([CH3:23])=[O:24].[CH3:25][N:26]1[CH2:27][CH2:28][CH2:29][C:30]1=[O:31].[Cu:16][C:17]#[N:18]>>[c:2]1([C:17]#[N:18])[cH:3][c:4]2[c:5]([CH2:11][C:12](=[O:13])[O:14][CH3:15])[cH:6][nH:7][c:8]2[cH:9][cH:10]1. Reactants: OC1=CC=C(C=C1)CC(=O)OCC (ethyl (4-hydroxyphenyl)acetate), C(=O)([O-])[O-].[K+].[K+] (K2CO3), Cl.ClCCN1CCOCC1 (4-(2-chloroethyl)morpholine hydrochloride). Reagents/catalysts: [I-].C(CCC)[N+](CCCC)(CCCC)CCCC (tetrabutylammonium iodide). Solvent: CCO (EtOH). Product: N1(CCOCC1)CCOC1=CC=C(C=C1)CC(=O)OCC (Ethyl [4-(2-morpholin-4-ylethoxy)phenyl]acetate). As a reaction SMILES: [OH:1][C:2]1[CH:7]=[CH:6][C:5]([CH2:8][C:9]([O:11][CH2:12][CH3:13])=[O:10])=[CH:4][CH:3]=1.C([O-])([O-])=O.[K+].[K+].Cl.Cl[CH2:22][CH2:23][N:24]1[CH2:29][CH2:28][O:27][CH2:26][CH2:25]1>CCO.[I-].C([N+](CCCC)(CCCC)CCCC)CCC>[N:24]1([CH2:23][CH2:22][O:1][C:2]2[CH:3]=[CH:4][C:5]([CH2:8][C:9]([O:11][CH2:12][CH3:13])=[O:10])=[CH:6][CH:7]=2)[CH2:29][CH2:28][O:27][CH2:26][CH2:25]1 |f:1.2.3,4.5,7.8|. Procedure details: A solution of 1 g of ethyl (4-hydroxyphenyl)acetate in 20 ml of EtOH is admixed with 2.5 g of K2CO3, 1.68 g of 4-(2-chloroethyl)morpholine hydrochloride and 0.01 g of tetrabutylammonium iodide and then heated at reflux for 5 hours. After cooling to AT, the K2CO3 is filtered off and washed with EtOH and the filtrate is concentrated under vacuum. The residue is taken up in water and extracted with AcOEt, the organic phase is washed with water and dried over MgSO4 and the solvent is evaporated unde... Starting materials: Cl (HCl), O1CCOCC1 (dioxane), Cl (HCl), O1CCOCC1 (dioxane), [Si](C)(C)(C(C)(C)C)OC[C@@H](CN1C=C2N(C(N(C(C2=C1C1=CC(=CC=C1)Cl)=O)C)=O)C)O ((R)-6-(3-((tert-butyldimethylsilyl)oxy)-2-hydroxypropyl)-5-(3-chlorophenyl)-1,3-dimethyl-1H-pyrrolo[3,4-d]pyrimidine-2,4(3H,6H)-dione), ClC=1N=C(SC1)C=O (4-chlorothiazole-2-carbaldehyde), ClC=1N=C(SC1)C=O (4-chlorothiazole-2-carbaldehyde), [O-]S(=O)(=O)C(F)(F)F.[Bi+3].[O-]S(=O)(=O)C(F)(F)F.[O-]S(=O)(=O)C(F)(F)F (bismuth triflate). The solvent is CCOC(=O)C (EtOAc), O (water), C(C)O (ethanol). Reaction conditions: temperature 50 celsius. Product: ClC=1C=C(C=CC1)C1=C2C(=C3C(O[C@H](CN31)CO)C=3SC=C(N3)Cl)N(C(N(C2=O)C)=O)C ((8R)-5-(3-Chlorophenyl)-10-(4-chlorothiazol-2-yl)-8-(hydroxymethyl)-1,3-dimethyl-7,8-dihydro-1H-pyrimido[4′,5′:3,4]pyrrolo[2,1-c][1,4]oxazine-2,4(3H,10H)-dione). As a reaction SMILES: Cl.O1CCOCC1.[Si]([O:15][CH2:16][C@H:17]([OH:39])[CH2:18][N:19]1[C:27]([C:28]2[CH:33]=[CH:32][CH:31]=[C:30]([Cl:34])[CH:29]=2)=[C:26]2[C:21]([N:22]([CH3:38])[C:23](=[O:37])[N:24]([CH3:36])[C:25]2=[O:35])=[CH:20]1)(C(C)(C)C)(C)C.[Cl:40][C:41]1[N:42]=[C:43]([CH:46]=O)[S:44][CH:45]=1.[O-]S(C(F)(F)F)(=O)=O.[Bi+3].[O-]S(C(F)(F)F)(=O)=O.[O-]S(C(F)(F)F)(=O)=O>C(O)C.CCOC(C)=O.O>[Cl:34][C:30]1[CH:29]=[C:28]([C:27]2[N:19]3[C:20]([CH:46]([C:43]4[S:44][CH:45]=[C:41]([Cl:40])[N:42]=4)[O:39][C@@H:17]([CH2:16][OH:15])[CH2:18]3)=[C:21]3[N:22]([CH3:38])[C:23](=[O:37])[N:24]([CH3:36])[C:25](=[O:35])[C:26]=23)[CH:33]=[CH:32][CH:31]=1 |f:4.5.6.7|. Procedure details: HCl in dioxane (0.654 ml, 2.61 mmol) was added to a suspension of (R)-6-(3-((tert-butyldimethylsilyl)oxy)-2-hydroxypropyl)-5-(3-chlorophenyl)-1,3-dimethyl-1H-pyrrolo[3,4-d]pyrimidine-2,4(3H,6H)-dione (250 mg, 0.523 mmol), 4-chlorothiazole-2-carbaldehyde (Intermediate H) (85 mg, 0.575 mmol) and bismuth triflate (103 mg, 0.157 mmol) in anhydrous ethanol (4 ml) and the mixture heated at 50° C. for 36 hours. Further portions of HCl in dioxane (0.654 ml, 2.61 mmol) were added as necessary to allow th...